Dataset: the Open Reaction Database (ORD), a public repository of structured organic reaction records. Task: describe an organic reaction: reactants, conditions, products, and yield Reactants: C1CCOC1, COC(=O)c1nc(C(F)(F)F)ccc1Cn1nc2c(-c3ccncc3)c(-c3ccc(Cl)cc3)ccn2c1=O, Cl, [Na+], [OH-]. Product: O=C(O)c1nc(C(F)(F)F)ccc1Cn1nc2c(-c3ccncc3)c(-c3ccc(Cl)cc3)ccn2c1=O. As a reaction SMILES: [CH2:42]1[O:43][CH2:44][CH2:45][CH2:46]1.[Cl:1][c:2]1[cH:3][cH:4][c:5](-[c:8]2[c:9](-[c:33]3[cH:34][cH:35][n:36][cH:37][cH:38]3)[c:10]3[n:11]([cH:12][cH:13]2)[c:14](=[O:32])[n:15]([CH2:17][c:18]2[c:19]([C:28](=[O:29])[O:30][CH3:31])[n:20][c:21]([C:24]([F:25])([F:26])[F:27])[cH:22][cH:23]2)[n:16]3)[cH:6][cH:7]1.[ClH:39].[Na+:41].[OH-:40]>>[Cl:1][c:2]1[cH:3][cH:4][c:5](-[c:8]2[c:9](-[c:33]3[cH:34][cH:35][n:36][cH:37][cH:38]3)[c:10]3[n:11]([cH:12][cH:13]2)[c:14](=[O:32])[n:15]([CH2:17][c:18]2[c:19]([C:28](=[O:29])[OH:30])[n:20][c:21]([C:24]([F:25])([F:26])[F:27])[cH:22][cH:23]2)[n:16]3)[cH:6][cH:7]1. The reactants are COCCOc1cc(N)ccc1C#N, COC=C1C(=O)OC(C)(C)OC1=O, CCO. Yields the product COCCOc1cc(NC=C2C(=O)OC(C)(C)OC2=O)ccc1C#N. RXN SMILES: [C:1](#[N:2])[c:3]1[c:4]([O:10][CH2:11][CH2:12][O:13][CH3:14])[cH:5][c:6]([NH2:7])[cH:8][cH:9]1.[CH3:15][C:16]1([CH3:27])[O:17][C:18](=[O:26])[C:19](=[CH:23][O:24][CH3:25])[C:20](=[O:22])[O:21]1.[CH3:28][CH2:29][OH:30]>>[C:1](#[N:2])[c:3]1[c:4]([O:10][CH2:11][CH2:12][O:13][CH3:14])[cH:5][c:6]([NH:7][CH:23]=[C:19]2[C:18](=[O:26])[O:17][C:16]([CH3:15])([CH3:27])[O:21][C:20]2=[O:22])[cH:8][cH:9]1. Reactants: C(C1=CC=CC=C1)OC1=C2C(=CNC2=CC=C1)C(C)C1C(N=C(O1)N(C)C)=O (5-[1-(4-benzyloxyindol-3-yl)ethyl]-2-dimethylamino-2-oxazolin-4-one). Reagents/catalysts: [C].[Pd] (palladium-carbon). Solvent: C(C)O (ethanol), O1CCCC1 (tetrahydrofuran). Conditions: time 5 hour. The product is CN(C=1OC(C(N1)=O)C(C)C1=CNC2=CC=CC(=C12)O)C (2-dimethylamino-5-[1-(4-hydroxyindol-3-yl)ethyl]-2-oxazolin-4-one). Isolated yield 61.3%. Reaction SMILES: C([O:8][C:9]1[CH:17]=[CH:16][CH:15]=[C:14]2[C:10]=1[C:11]([CH:18]([CH:20]1[O:24][C:23]([N:25]([CH3:27])[CH3:26])=[N:22][C:21]1=[O:28])[CH3:19])=[CH:12][NH:13]2)C1C=CC=CC=1>C(O)C.O1CCCC1.[C].[Pd]>[CH3:27][N:25]([CH3:26])[C:23]1[O:24][CH:20]([CH:18]([C:11]2[C:10]3[C:14](=[CH:15][CH:16]=[CH:17][C:9]=3[OH:8])[NH:13][CH:12]=2)[CH3:19])[C:21](=[O:28])[N:22]=1 |f:3.4|. Procedure details: 5-[1-(4-benzyloxyindol-3-yl)ethyl]-2-dimethylamino-2-oxazolin-4-one (268 mg) was dissolved in a mixture of ethanol and tetrahydrofuran (7:3.10 ml). 10% palladium-carbon (80 mg) was added and the whole was hydrogenated for 5 hours at room temperature under normal pressure. The catalyst was removed from the mixture and 10% palladium-carbon (80 mg) was added again. The whole was hydrogenated for additional 24 hours at room temperature under normal pressure. The reaction mixture was filtered to remo... Procedure: To a mixture of 0.5 g. of (±)- 6-hydroxy-2,5,7,8-tetramethylchroman-2-carboxylic acid and 1.3 g. of anhydrous potassium carbonate in 3 ml. of dimethylsulfoxide was added 1.0 g. of benzyl chloride. This mixture was stirred at 23° overnight to give a solution containing (±)-benzyl 6-benzyloxy-2,5,7,8-tetramethylchroman-2-carboxylate. To this solution was added 3 ml. of 1N sodium hydroxide solution and 2 ml. of dimethylsulfoxide and the resulting 2-phase solution was stirred at 100° for 16 hours. T... The reactants are OC=1C(=C2CCC(OC2=C(C1C)C)(C(=O)O)C)C ((±)- 6-hydroxy-2,5,7,8-tetramethylchroman-2-carboxylic acid), [OH-].[Na+] (sodium hydroxide), C(C1=CC=CC=C1)OC=1C(=C2CCC(OC2=C(C1C)C)(C(=O)OCC1=CC=CC=C1)C)C ((±)-benzyl 6-benzyloxy-2,5,7,8-tetramethylchroman-2-carboxylate), C([O-])([O-])=O.[K+].[K+] (potassium carbonate), C(C1=CC=CC=C1)Cl (benzyl chloride). Product: C(C1=CC=CC=C1)OC=1C(=C2CCC(OC2=C(C1C)C)(C(=O)O)C)C ((±)- 6-benzyloxy-2,5,7,8-tetramethylchroman-2-carboxylic acid). The solvent is CS(=O)C (dimethylsulfoxide), CS(=O)C (dimethylsulfoxide), O (H2O). Reaction conditions: time 8 hour. RXN SMILES: OC1C(C)=C2C(=C(C)C=1C)OC(C)(C(O)=O)CC2.C(=O)([O-])[O-].[K+].[K+].C(Cl)C1C=CC=CC=1.[CH2:33]([O:40][C:41]1[C:42]([CH3:64])=[C:43]2[C:48](=[C:49]([CH3:52])[C:50]=1[CH3:51])[O:47][C:46]([CH3:63])([C:53]([O:55]CC1C=CC=CC=1)=[O:54])[CH2:45][CH2:44]2)[C:34]1[CH:39]=[CH:38][CH:37]=[CH:36][CH:35]=1.[OH-].[Na+]>O.CS(C)=O>[CH2:33]([O:40][C:41]1[C:42]([CH3:64])=[C:43]2[C:48](=[C:49]([CH3:52])[C:50]=1[CH3:51])[O:47][C:46]([CH3:63])([C:53]([OH:55])=[O:54])[CH2:45][CH2:44]2)[C:34]1[CH:35]=[CH:36][CH:37]=[CH:38][CH:39]=1 |f:1.2.3,6.7|. Reactants: O[C@H]1[C@@H](O[C@@H]([C@H]1O)CO)N1C2=NC(=NC(=C2N=C1)N)N1N=CC(=C1)C(=O)NC ((1-{9-[(4S,2R,3R,5R)-3,4-dihydroxy-5-(hydroxymethyl)oxolan-2-yl]-6-aminopurin-2-yl}pyrazol-4-yl)-N-methylcarboxamide), C(C)N (ethylamine). The product is O[C@H]1[C@@H](O[C@@H]([C@H]1O)CO)N1C2=NC(=NC(=C2N=C1)N)N1N=CC(=C1)C(=O)NCC ((1-{9-[(4S,2R,3R,5R)-3,4-dihydroxy-5-(hydroxymethyl)oxolan-2-yl]-6-aminopurin-2-yl}pyrazol-4-yl)-N-ethylcarboxamide). As a reaction SMILES: [OH:1][C@@H:2]1[C@H:6]([OH:7])[C@@H:5]([CH2:8][OH:9])[O:4][C@H:3]1[N:10]1[CH:18]=[N:17][C:16]2[C:11]1=[N:12][C:13]([N:20]1[CH:24]=[C:23]([C:25]([NH:27][CH3:28])=[O:26])[CH:22]=[N:21]1)=[N:14][C:15]=2[NH2:19].[CH2:29](N)C>>[OH:1][C@@H:2]1[C@H:6]([OH:7])[C@@H:5]([CH2:8][OH:9])[O:4][C@H:3]1[N:10]1[CH:18]=[N:17][C:16]2[C:11]1=[N:12][C:13]([N:20]1[CH:24]=[C:23]([C:25]([NH:27][CH2:28][CH3:29])=[O:26])[CH:22]=[N:21]1)=[N:14][C:15]=2[NH2:19]. Procedure: Compound 19 was prepared in a manner similar to that of compound 16 using ethylamine instead of methylamine, MS 405.35 (M+1). The reactants are O1C(NC=CC1=O)=O (2H-1,3-oxazine-2,6(3H)-dione), C([O-])([O-])=O.[K+].[K+] (potassium carbonate), CI (methyl iodide). Run in CC(=O)C (acetone). Conditions: time 10 hour. Product: CN1C(OC(C=C1)=O)=O (3-methyl-2H-1,3-oxazine-2,6(3H)-dione). Yield: 86.6%. Reaction SMILES: [O:1]1[C:6](=[O:7])[CH:5]=[CH:4][NH:3][C:2]1=[O:8].[C:9](=O)([O-])[O-].[K+].[K+].CI>CC(C)=O>[CH3:9][N:3]1[CH:4]=[CH:5][C:6](=[O:7])[O:1][C:2]1=[O:8] |f:1.2.3|. Procedure details: At room temperature, 1.50 g of 2H-1,3-oxazine-2,6(3H)-dione, 2.19 g of potassium carbonate and 3.77 g of methyl iodide were sequentially added to 30 ml of acetone, and the mixture was stirred for 10 hours under heat refluxing condition. The reaction mixture was cooled to room temperature and filtered. The filtrate was concentrated under reduced pressure, and the resulting solid was dried to obtain 1.46 g of 3-methyl-2H-1,3-oxazine-2,6(3H)-dione represented by the formula: